Dataset: the Open Reaction Database (ORD), a public repository of structured organic reaction records. Task: describe an organic reaction: reactants, conditions, products, and yield Reactants: BrC=1C=C(C=CC1)C (3-bromotoluene), FC1=C(C=CC(=C1)F)B(O)O (2,4-difluorobenzene boronic acid). The product is FC1=C(C=CC(=C1)F)C1=CC(=CC=C1)C (2,4-Difluoro-3′-methylbiphenyl). Reaction SMILES: Br[C:2]1[CH:3]=[C:4]([CH3:8])[CH:5]=[CH:6][CH:7]=1.[F:9][C:10]1[CH:15]=[C:14]([F:16])[CH:13]=[CH:12][C:11]=1B(O)O>>[F:9][C:10]1[CH:15]=[C:14]([F:16])[CH:13]=[CH:12][C:11]=1[C:2]1[CH:7]=[CH:6][CH:5]=[C:4]([CH3:8])[CH:3]=1. Procedure details: Using a method analogous to Method B, using 3-bromotoluene and 2,4-difluorobenzene boronic acid, the title compound was obtained as a clear oil. The reactants are B, CC(=O)OC(C)=O, CSC, CO, O=CO, Nc1n[nH]c2ccc([N+](=O)[O-])cc12, N, C1CCOC1, O. Product: CNc1n[nH]c2ccc([N+](=O)[O-])cc12. As a reaction SMILES: [BH3:24].[CH3:1][C:2]([O:3][C:4](=[O:5])[CH3:6])=[O:7].[CH3:21][S:22][CH3:23].[CH3:32][OH:33].[CH:34]([OH:35])=[O:36].[NH2:8][c:9]1[n:10][nH:11][c:12]2[cH:13][cH:14][c:15]([N+:18](=[O:19])[O-:20])[cH:16][c:17]12.[NH3:25].[O:26]1[CH2:27][CH2:28][CH2:29][CH2:30]1.[OH2:31]>>[CH3:1][NH:8][c:9]1[n:10][nH:11][c:12]2[cH:13][cH:14][c:15]([N+:18](=[O:19])[O-:20])[cH:16][c:17]12.